This data is from the Open Reaction Database (ORD), a public repository of structured organic reaction records. The task is: describe an organic reaction: reactants, conditions, products, and yield Starting materials: Cl (hydrogen chloride), C(C)(=O)N[C@H]1[C@@H]2CC[C@H]([C@](C1)(N2CC2=CC=CC=C2)C2=CC=CC=C2)OCC2=CC(=CC(=C2)C(F)(F)F)C(F)(F)F ((1R*,2R*,5S*,6R*)-6-Acetamido-8-benzyl-2-{[3,5-bis(trifluoromethyl)phenyl]methoxy}-1-phenyl-8-azabicyclo[3.2.1]octane), hydrochloride salt, Cl (hydrochloric acid). The reagents and catalysts are [OH-].[Pd+2].[OH-] (palladium hydroxide). The solvent is C(C)OCC (diethyl ether), C(C)OCC (diethyl ether), CO (methanol). Reaction conditions: time 1 hour. Product: Cl.C(C)(=O)N[C@H]1[C@@H]2CC[C@H]([C@](C1)(N2)C2=CC=CC=C2)OCC2=CC(=CC(=C2)C(F)(F)F)C(F)(F)F ((1R*,2R*,5S*,6R*)-6-Acetamido-2-{[3,5-bis(trifluoromethyl)phenyl]methoxy}-1-phenyl-8-azabicyclo[3.2.1]octane hydrochloride). As a reaction SMILES: [C:1]([NH:4][C@@H:5]1[CH2:11][C@:10]2([C:20]3[CH:25]=[CH:24][CH:23]=[CH:22][CH:21]=3)[N:12](CC3C=CC=CC=3)[C@H:6]1[CH2:7][CH2:8][C@H:9]2[O:26][CH2:27][C:28]1[CH:33]=[C:32]([C:34]([F:37])([F:36])[F:35])[CH:31]=[C:30]([C:38]([F:41])([F:40])[F:39])[CH:29]=1)(=[O:3])[CH3:2].[ClH:42]>CO.C(OCC)C.[OH-].[Pd+2].[OH-]>[ClH:42].[C:1]([NH:4][C@@H:5]1[CH2:11][C@:10]2([C:20]3[CH:21]=[CH:22][CH:23]=[CH:24][CH:25]=3)[NH:12][C@H:6]1[CH2:7][CH2:8][C@H:9]2[O:26][CH2:27][C:28]1[CH:29]=[C:30]([C:38]([F:39])([F:40])[F:41])[CH:31]=[C:32]([C:34]([F:36])([F:35])[F:37])[CH:33]=1)(=[O:3])[CH3:2] |f:4.5.6,7.8|. Procedure details: (1R*,2R*,5S*,6R*)-6-Acetamido-8-benzyl-2-{[3,5-bis(trifluoromethyl)phenyl]methoxy}-1-phenyl-8-azabicyclo[3.2.1]octane (Example 118; 66 mg, 0.11 mmol) was dissolved in methanol (5 ml) and 2N hydrochloric acid (1 ml) and 10% palladium hydroxide (20 mg) added. The reaction mixture was hydrogenated at 40 psi for 1 hour. The mixture was then filtered and concentrated in vacuo then the oil basified (saturated sodium hydrogen carbonate solution) and extracted with dichloromethane (×3), dried (MgSO4) an... Starting materials: ClC=1C=C(C=C(C1Cl)[N+](=O)[O-])C(F)(F)F (3,4-dichloro-5-nitro-α,α,α-trifluorotoluene). The reagents and catalysts are [Pt]=O (platinum oxide). Product: NC=1C(=C(C=C(C1)C(F)(F)F)Cl)Cl (5-Amino-3,4-dichloro-α,α,α-trifluorotoluene). Yield: 78.4%. As a reaction SMILES: [Cl:1][C:2]1[CH:3]=[C:4]([C:12]([F:15])([F:14])[F:13])[CH:5]=[C:6]([N+:9]([O-])=O)[C:7]=1[Cl:8]>[Pt]=O>[NH2:9][C:6]1[C:7]([Cl:8])=[C:2]([Cl:1])[CH:3]=[C:4]([C:12]([F:13])([F:14])[F:15])[CH:5]=1. Procedure details: 500 ml. of an ethanolic solution containing 3,4-dichloro-5-nitro-α,α,α-trifluorotoluene (188 g. 0.72 mol), and platinum oxide (Adam's catalyst) (0.2 g.) is reduced at room temperature in a low pressure hydrogenation apparatus to give 5-Amino-3,4-dichloro-α,α,α-trifluorotoluene (129.9 g. 78%) b.p. 65°-70° C./1-2 mm. Starting materials: CCOC(=O)C (EtOAc), FC=1C(=NC(=NC1)Cl)Cl (5-fluoro-2,4-dichloro-pyrimidine), CO (methanol), CN (methylamine). The solvent is C(C)O (ethanol), CCCCCCC (heptane). Run at time 30 minute. Product: ClC1=NC=C(C(=N1)NC)F (2-chloro-5-fluoro-N-methylpyrimidin-4-amine). RXN SMILES: [F:1][C:2]1[C:3](Cl)=[N:4][C:5]([Cl:8])=[N:6][CH:7]=1.CO.[CH3:12][NH2:13].CCOC(C)=O>C(O)C.CCCCCCC>[Cl:8][C:5]1[N:4]=[C:3]([NH:13][CH3:12])[C:2]([F:1])=[CH:7][N:6]=1. Procedure: To a 250 mL round bottom flask equipped with a stir bar was added 9.0 g 5-fluoro-2,4-dichloro-pyrimidine, 40 mL methanol and 15 mL of 8M methylamine in ethanol. The reaction heated up (mild exo-therm) and was allowed to stir at room temperature for ˜30 minutes. A check by TLC (1:1 EtOAc:heptane) and LCMS showed complete reaction. The reaction was concentrated down to give 9.77 g crude material which was purified on a silica column running a gradient of 1% to 10% MeOH in DCM over 35 minutes to gi... Starting materials: CCOCC, CCO, CCCC=CC1CCC(=O)CC1, [Li], N. The product is CCCC=CC1CCC(O)CC1. As a reaction SMILES: [CH3:15][CH2:16][O:17][CH2:18][CH3:19].[CH3:20][CH2:21][OH:22].[CH:1](=[CH:2][CH2:3][CH2:4][CH3:5])[CH:6]1[CH2:7][CH2:8][C:9](=[O:12])[CH2:10][CH2:11]1.[Li:14].[NH3:13]>>[CH:1](=[CH:2][CH2:3][CH2:4][CH3:5])[CH:6]1[CH2:7][CH2:8][CH:9]([OH:12])[CH2:10][CH2:11]1.